Dataset: the Open Reaction Database (ORD), a public repository of structured organic reaction records. Task: describe an organic reaction: reactants, conditions, products, and yield Starting materials: Cl (hydrochloric acid), O (H2O), CCOC(=O)C (EtOAc), OC1=C(N=CC2=CC(=CC=C12)NCC1=CC=C(C=C1)OC)C(=O)NCC(C(=O)OC)(C)C (Methyl 3-(4-hydroxy-7-(4-methoxybenzylamino)isoquinoline-3-carboxamido)-2,2-dimethylpropanoate). Run in CO (MeOH), [OH-].[Na+] (NaOH). Reaction conditions: time 5 hour. Yields the product OC1=C(N=CC2=CC(=CC=C12)NCC1=CC=C(C=C1)OC)C(=O)NCC(C(=O)O)(C)C (3-{[4-Hydroxy-7-(4-methoxy-benzylamino)-isoquinoline-3-carbonyl]amino}-2,2-dimethyl-propionic acid). Reaction SMILES: [OH:1][C:2]1[C:11]2[C:6](=[CH:7][C:8]([NH:12][CH2:13][C:14]3[CH:19]=[CH:18][C:17]([O:20][CH3:21])=[CH:16][CH:15]=3)=[CH:9][CH:10]=2)[CH:5]=[N:4][C:3]=1[C:22]([NH:24][CH2:25][C:26]([CH3:32])([CH3:31])[C:27]([O:29]C)=[O:28])=[O:23].O.CCOC(C)=O.Cl>CO.[OH-].[Na+]>[OH:1][C:2]1[C:11]2[C:6](=[CH:7][C:8]([NH:12][CH2:13][C:14]3[CH:15]=[CH:16][C:17]([O:20][CH3:21])=[CH:18][CH:19]=3)=[CH:9][CH:10]=2)[CH:5]=[N:4][C:3]=1[C:22]([NH:24][CH2:25][C:26]([CH3:32])([CH3:31])[C:27]([OH:29])=[O:28])=[O:23] |f:5.6|. Procedure: Methyl 3-(4-hydroxy-7-(4-methoxybenzylamino)isoquinoline-3-carboxamido)-2,2-dimethylpropanoate (15 mg, 0.03 mmol) was dissolved in MeOH (2 mL) and 2 N NaOH (2 mL). After stirring for 5 hours at room temperature, H2O (15 mL) and EtOAc (15 mL) were added. To the stirred mixture was added 1 N hydrochloric acid until pH was 1. The layers were separated and the aqueous layer was extracted twice with EtOAc. The combined organic layers were dried over MgSO4, concentrated, and purified by flash chromato...